From a dataset of the Open Reaction Database (ORD), a public repository of structured organic reaction records. describe an organic reaction: reactants, conditions, products, and yield Reactants: [Cl-], c1ccccc1, CC(C)(C)OC(=O)N1C(C(=O)O)CSC1c1cccnc1, c1ccc2[nH]ccc2c1. The product is CC(C)(C)OC(=O)N1C(C(=O)c2c[nH]c3ccccc23)CSC1c1cccnc1. As a reaction SMILES: [Cl-:22].[cH:32]1[cH:33][cH:34][cH:35][cH:36][cH:37]1.[n:1]1[cH:2][c:3]([CH:7]2[S:8][CH2:9][CH:10]([C:19](=[O:20])[OH:21])[N:11]2[C:12](=[O:13])[O:14][C:15]([CH3:16])([CH3:17])[CH3:18])[cH:4][cH:5][cH:6]1.[nH:23]1[cH:24][cH:25][c:26]2[cH:27][cH:28][cH:29][cH:30][c:31]12>>[n:1]1[cH:2][c:3]([CH:7]2[S:8][CH2:9][CH:10]([C:19](=[O:21])[c:25]3[cH:24][nH:23][c:31]4[c:26]3[cH:27][cH:28][cH:29][cH:30]4)[N:11]2[C:12](=[O:13])[O:14][C:15]([CH3:16])([CH3:17])[CH3:18])[cH:4][cH:5][cH:6]1. Reactants: N12CCCC(C(C1)=C(C(=O)OCC)C#N)C2 (ethyl (1-azabicyclo[3.2.1]octan-6-ylidene)cyanoacetate), [H][H] (hydrogen). Reagents/catalysts: [Pd] (palladium on carbon). The solvent is C(C)O (ethanol). The product is N12CCCC(C(C1)C(C(=O)OCC)C#N)C2 (Ethyl (1-azabicyclo[3.2.1]octan-6-yl)cyanoacetate). Reaction SMILES: [N:1]12[CH2:16][CH:5]([C:6](=[C:8]([C:14]#[N:15])[C:9]([O:11][CH2:12][CH3:13])=[O:10])[CH2:7]1)[CH2:4][CH2:3][CH2:2]2.[H][H]>[Pd].C(O)C>[N:1]12[CH2:16][CH:5]([CH:6]([CH:8]([C:14]#[N:15])[C:9]([O:11][CH2:12][CH3:13])=[O:10])[CH2:7]1)[CH2:4][CH2:3][CH2:2]2. Procedure details: A solution of ethyl (1-azabicyclo[3.2.1]octan-6-ylidene)cyanoacetate (41 g, 0.19 mol) in abs. ethanol (500 ml) was treated with 10% palladium on carbon (5 g) and hydrogen in a Parr shaker at 30 psi for 5 h. Filtration and evaporation gave the title compound in 36 g yield. Reactants: CC(C)S(=O)(=O)NC1Cc2ccccc2C1, CC(=O)O, [O-][I+3]([O-])([O-])O, I, O, O=S(=O)(O)O. The product is CC(C)S(=O)(=O)NC1Cc2ccc(I)cc2C1. As a reaction SMILES: [CH2:1]1[CH:2]([NH:10][S:11](=[O:12])(=[O:13])[CH:14]([CH3:15])[CH3:16])[CH2:3][c:4]2[cH:5][cH:6][cH:7][cH:8][c:9]21.[CH3:28][C:29](=[O:30])[OH:31].[I+3:22]([OH:23])([O-:24])([O-:25])[O-:26].[I:27].[OH2:32].[S:17](=[O:18])(=[O:19])([OH:20])[OH:21]>>[CH2:1]1[CH:2]([NH:10][S:11](=[O:12])(=[O:13])[CH:14]([CH3:15])[CH3:16])[CH2:3][c:4]2[cH:5][c:6]([I:22])[cH:7][cH:8][c:9]21.